From a dataset of the Open Reaction Database (ORD), a public repository of structured organic reaction records. describe an organic reaction: reactants, conditions, products, and yield The solvent is CN(C)C=O (DMF). Reaction SMILES: [CH3:1][O:2][C:3]1[CH:11]=[CH:10][CH:9]=[C:8]([O:12][CH3:13])[C:4]=1[C:5]([OH:7])=O.C(OC(=O)[NH:20][C@@H:21]1[CH2:26][CH2:25][CH2:24][NH:23][CH2:22]1)(C)(C)C.CN(C(ON1N=NC2C=CC=CC1=2)=[N+](C)C)C.[B-](F)(F)(F)F.CCN(C(C)C)C(C)C>CN(C=O)C>[NH2:20][C@@H:21]1[CH2:26][CH2:25][CH2:24][N:23]([C:5]([C:4]2[C:8]([O:12][CH3:13])=[CH:9][CH:10]=[CH:11][C:3]=2[O:2][CH3:1])=[O:7])[CH2:22]1 |f:2.3|. Reported procedure: A mixture of 0.143 g (0.786 mmol) 2,6-dimethoxybenzoic acid (commercially available), 0.15 g (0.749 mmol) (R)-piperidin-3-yl-carbamic acid tert-butyl ester (commercially available), 0.264 g (0.824 mmol) TBTU and 0.145 g (1.123 mmol) DIPEA in 9.2 mL DMF was stirred at room temperature over night. DMF was evaporated and the residue was purified by preparative HPLC on reversed phase eluting with a gradient formed from acetonitrile, water and formic acid. The product containing fractions were evapor... Product: N[C@H]1CN(CCC1)C(=O)C1=C(C=CC=C1OC)OC (((R)-3-Amino-piperidin-1-yl)-(2,6-dimethoxy-phenyl)-methanone). Yield: 11.1%. Reactants: COC1=C(C(=O)O)C(=CC=C1)OC (2,6-dimethoxybenzoic acid), C(C)(C)(C)OC(N[C@H]1CNCCC1)=O ((R)-piperidin-3-yl-carbamic acid tert-butyl ester), CN(C)C(=[N+](C)C)ON1C2=C(C=CC=C2)N=N1.[B-](F)(F)(F)F (TBTU), CCN(C(C)C)C(C)C (DIPEA). Starting materials: [N+](=O)([O-])C=1C=C2C(CC3(C2=CC1)CCCC3)=O (5'-nitro-spiro(cyclopentane-1,1'-indan)-3'-one). The reagents and catalysts are [Ni] (Raney-nickel). The solvent is Cl (hydrochloric acid), CO (methanol). The product is NC=1C=C2C(CC3(C2=CC1)CCCC3)=O (5'-amino-spiro(cyclopentane-1,1'-indan)-3'-one). The yield is 93.4%. Reaction SMILES: [N+:1]([C:4]1[CH:5]=[C:6]2[C:10](=[CH:11][CH:12]=1)[C:9]1([CH2:16][CH2:15][CH2:14][CH2:13]1)[CH2:8][C:7]2=[O:17])([O-])=O>CO.[Ni].Cl>[NH2:1][C:4]1[CH:5]=[C:6]2[C:10](=[CH:11][CH:12]=1)[C:9]1([CH2:16][CH2:15][CH2:14][CH2:13]1)[CH2:8][C:7]2=[O:17]. Procedure: A solution of 5'-nitro-spiro(cyclopentane-1,1'-indan)-3'-one (23.1 g; 0.1 mole) in methanol (250 ml) is hydrogenated in a shaking autoclave at about 4 atg with a Raney-nickel catalyst at 40°-60° C. The mixture is chilled, the catalyst filtered off and washed with methanol, after which the filtrate is evaporated to dryness. A light yellow powder is obtained (19.5 g; yield 97%). Said powder is dissolved in 2 N hydrochloric acid and extracted with ether, and then the aqueous phase is neutralized wi... Reactants: CC(C)(C)OC(=O)C1C(C=CC(=O)O)C1(C)C, CCOC(C)=O, CC(C)N=C(NC(C)C)OC(C)C. Product: CC(C)OC(=O)C=CC1C(C(=O)OC(C)(C)C)C1(C)C. Reaction SMILES: [CH3:14][C:15]1([CH3:30])[CH:16]([C:23](=[O:24])[O:25][C:26]([CH3:27])([CH3:28])[CH3:29])[CH:17]1[CH:18]=[CH:19][C:20](=[O:21])[OH:22].[CH3:31][CH2:32][O:33][C:34](=[O:35])[CH3:36].[CH:1]([CH3:2])([CH3:3])[O:4][C:5](=[N:6][CH:7]([CH3:8])[CH3:9])[NH:10][CH:11]([CH3:12])[CH3:13]>>[CH:1]([CH3:2])([CH3:3])[O:22][C:20]([CH:19]=[CH:18][CH:17]1[C:15]([CH3:14])([CH3:30])[CH:16]1[C:23](=[O:24])[O:25][C:26]([CH3:27])([CH3:28])[CH3:29])=[O:21]. The reactants are CCOC(C)=O, CCOC=O, [H-], [Na+]. The product is CCOC(=O)C=C[O-], [Na+]. Reaction SMILES: [CH3:3][CH2:4][O:5][C:6]([CH3:7])=[O:8].[CH:9](=[O:10])[O:11][CH2:12][CH3:13].[H-:1].[Na+:2]>>[CH3:3][CH2:4][O:5][C:6]([CH:7]=[CH:9][O-:10])=[O:8].[Na+:2]. The reactants are C(C)(C)(C)OC(=O)N1CCC(CC1)NC1=CC=C(C=C1)Br (4-(4-Bromo-phenylamino)-piperidine-1-carboxylic acid tert-butyl ester), C(CCC)[Sn](C1=NC=CC=N1)(CCCC)CCCC (2-tributylstannanyl-pyrimidine). The reagents and catalysts are [Pd](Cl)Cl.C1(=CC=CC=C1)P(C1=CC=CC=C1)C1=CC=CC=C1 (triphenylphosphine palladium dichloride). Run in CCOC(=O)C (EtOAc), O (water), COCCOC (DME). Yields the product C(C)(C)(C)OC(=O)N1CCC(CC1)NC1=CC=C(C=C1)C1=NC=CC=N1 (4-(4-Pyrimidin-2-yl-phenylamino)-piperidine-1-carboxylic acid tert-butyl ester). As a reaction SMILES: [C:1]([O:5][C:6]([N:8]1[CH2:13][CH2:12][CH:11]([NH:14][C:15]2[CH:20]=[CH:19][C:18](Br)=[CH:17][CH:16]=2)[CH2:10][CH2:9]1)=[O:7])([CH3:4])([CH3:3])[CH3:2].C([Sn](CCCC)(CCCC)[C:27]1[N:32]=[CH:31][CH:30]=[CH:29][N:28]=1)CCC>COCCOC.CCOC(C)=O.O.[Pd](Cl)Cl.C1(P(C2C=CC=CC=2)C2C=CC=CC=2)C=CC=CC=1>[C:1]([O:5][C:6]([N:8]1[CH2:13][CH2:12][CH:11]([NH:14][C:15]2[CH:20]=[CH:19][C:18]([C:27]3[N:32]=[CH:31][CH:30]=[CH:29][N:28]=3)=[CH:17][CH:16]=2)[CH2:10][CH2:9]1)=[O:7])([CH3:4])([CH3:3])[CH3:2] |f:5.6|. Reported procedure: A solution of 4-(4-Bromo-phenylamino)-piperidine-1-carboxylic acid tert-butyl ester (355 mg; 1.002 mmol); 2-tributylstannanyl-pyrimidine (1.1 g; 2.98 mmol); triphenylphosphine palladium dichloride (35 mg, 0.049 mmol) was stirred in DME (4 ml) at 100° C. overnight. Reaction mixture was cooled to room temperature, diluted with EtOAc (100 ml) and water (50 ml). Separated organic layer, washed with brine, dried over Na2SO4, then chromatographed on silica gel eluting with 70% v/v EtOAc/Hexanes yieldi...